Dataset: the Open Reaction Database (ORD), a public repository of structured organic reaction records. Task: describe an organic reaction: reactants, conditions, products, and yield Starting materials: IC1=NNC2=NC=NC(=C21)N (3-iodo-1H-pyrazolo[3,4-d]pyrimidin-4-amine), C(=O)([O-])[O-].[K+].[K+] (K2CO3), IC1CCCC1 (Iodocyclopentane). Run in CN(C)C=O (DMF). The product is C1(CCCC1)N1N=C(C=2C1=NC=NC2N)I (1-cyclopentyl-3-iodo-1H-pyrazolo[3,4-d]pyrimidin-4-amine). Isolated yield 60.0%. Reaction SMILES: [I:1][C:2]1[C:10]2[C:5](=[N:6][CH:7]=[N:8][C:9]=2[NH2:11])[NH:4][N:3]=1.C([O-])([O-])=O.[K+].[K+].I[CH:19]1[CH2:23][CH2:22][CH2:21][CH2:20]1>CN(C=O)C>[CH:19]1([N:4]2[C:5]3=[N:6][CH:7]=[N:8][C:9]([NH2:11])=[C:10]3[C:2]([I:1])=[N:3]2)[CH2:23][CH2:22][CH2:21][CH2:20]1 |f:1.2.3|. Reported procedure: A solution of 3-iodo-1H-pyrazolo[3,4-d]pyrimidin-4-amine (400 mg, 1.53 mmol) and K2CO3 (1 g, 6 mmol) in DMF (5 ml) was stirred at room temperature under an argon atomosphere. Iodocyclopentane (1.0 g, 0.0084 mol) was added with a syringe. Reaction was refluxed under argon atmosphere for 2 hours. Solid K2CO3 was removed by filtration. Solvent was partially removed in vacuo. Sodium citrate (50 ml) was added and reaction was extracted with EtOAc. Organic phases concentrated in vacuo and purified usi...